From a dataset of the Open Reaction Database (ORD), a public repository of structured organic reaction records. describe an organic reaction: reactants, conditions, products, and yield The reactants are C(C)(C)(C)[S@](=O)N=CCCC(C(=O)OCC1=CC=CC=C1)(C)C (benzyl (SS)-5-[(tert-butylsulfinyl)imino]-2,2-dimethylpentanoate), C(C)(C)(C)[S@](=O)N=CCCC(C(=O)OCC1=CC=CC=C1)(C)C (benzyl (SS)-5-[(tert-butylsulfinyl)imino]-2,2-dimethylpentanoate), FC=1C=C(C=CC1C)[Mg]Br (3-fluoro-4-methylphenylmagnesium bromide), solution. Run in C1(=CC=CC=C1)C (toluene), C1CCOC1 (THF). Product: FC=1C=C(C=CC1C)[C@@H]1CCC(C(N1)=O)(C)C ((S)-6-(3-Fluoro-4-methylphenyl)-3,3-dimethylpiperidin-2-one). RXN SMILES: C([S@@]([N:7]=[CH:8][CH2:9][CH2:10][C:11]([CH3:23])([CH3:22])[C:12](OCC1C=CC=CC=1)=[O:13])=O)(C)(C)C.[F:24][C:25]1[CH:26]=[C:27]([Mg]Br)[CH:28]=[CH:29][C:30]=1[CH3:31]>C1(C)C=CC=CC=1.C1COCC1>[F:24][C:25]1[CH:26]=[C:27]([C@H:8]2[NH:7][C:12](=[O:13])[C:11]([CH3:23])([CH3:22])[CH2:10][CH2:9]2)[CH:28]=[CH:29][C:30]=1[CH3:31]. Procedure: To a stirred solution of benzyl (SS)-5-[(tert-butylsulfinyl)imino]-2,2-dimethylpentanoate (1.00 g, 2.96 mmol, described in Intermediate 3) in toluene (28 mL) at −78° C. was added 3-fluoro-4-methylphenylmagnesium bromide (11.9 mL of a 0.5 M solution in THF, 5.93 mmol). The reaction mixture was warmed to ambient temperature for 2 h, and then heated at reflux for 2 h. The solvent was removed in vacuo and the crude solid dissolved in DMSO (5 mL). The crude product was purified by HPLC using a revers... Starting materials: C(#N)C1=CC=C(C=C1)C=1OC2=C(C1C(=O)NC)C=C(C(=C2)N(S(=O)(=O)C)C)B2OC(C(O2)(C)C)(C)C (2-(4-cyanophenyl)-N-methyl-6-(N-methylmethylsulfonamido)-5-(4,4,5,5-tetramethyl-1,3,2-dioxaborolan-2-yl)benzofuran-3-carboxamide), ClC=1C=CC2=C(C=3N(C=4C=CC=C(C4C3)F)CO2)N1 (2-chloro-11-fluoro-6H-pyrido[2′,3′:5,6][1,3]oxazino[3,4-a]indole), CC(C)C1=CC(=C(C(=C1)C(C)C)C2=C(C=CC=C2)P(C3CCCCC3)C4CCCCC4)C(C)C (X-Phos). Reagents/catalysts: C=1C=CC(=CC1)/C=C/C(=O)/C=C/C2=CC=CC=C2.C=1C=CC(=CC1)/C=C/C(=O)/C=C/C2=CC=CC=C2.C=1C=CC(=CC1)/C=C/C(=O)/C=C/C2=CC=CC=C2.[Pd].[Pd] (Pd2(dba)3). Run in O1CCOCC1.O (dioxane H2O). Yields the product C(#N)C1=CC=C(C=C1)C=1OC2=C(C1C(=O)NC)C=C(C(=C2)N(S(=O)(=O)C)C)C=2C=CC1=C(C=3N(C=4C=CC=C(C4C3)F)CO1)N2 (2-(4-cyanophenyl)-5-(11-fluoro-6H-pyrido[2′,3′:5,6][1,3]oxazino[3,4-a]indol-2-yl)-N-methyl-6-(N-methylmethylsulfonamido)benzofuran-3-carboxamide). Isolated yield 21.9%. As a reaction SMILES: [C:1]([C:3]1[CH:8]=[CH:7][C:6]([C:9]2[O:10][C:11]3[CH:21]=[C:20]([N:22]([CH3:27])[S:23]([CH3:26])(=[O:25])=[O:24])[C:19](B4OC(C)(C)C(C)(C)O4)=[CH:18][C:12]=3[C:13]=2[C:14]([NH:16][CH3:17])=[O:15])=[CH:5][CH:4]=1)#[N:2].Cl[C:38]1[CH:39]=[CH:40][C:41]2[O:54][CH2:53][N:44]3[C:45]4[CH:46]=[CH:47][CH:48]=[C:49]([F:52])[C:50]=4[CH:51]=[C:43]3[C:42]=2[N:55]=1.CC(C1C=C(C(C)C)C(C2C=CC=CC=2P(C2CCCCC2)C2CCCCC2)=C(C(C)C)C=1)C>O1CCOCC1.O.C1C=CC(/C=C/C(/C=C/C2C=CC=CC=2)=O)=CC=1.C1C=CC(/C=C/C(/C=C/C2C=CC=CC=2)=O)=CC=1.C1C=CC(/C=C/C(/C=C/C2C=CC=CC=2)=O)=CC=1.[Pd].[Pd]>[C:1]([C:3]1[CH:8]=[CH:7][C:6]([C:9]2[O:10][C:11]3[CH:21]=[C:20]([N:22]([CH3:27])[S:23]([CH3:26])(=[O:25])=[O:24])[C:19]([C:38]4[CH:39]=[CH:40][C:41]5[O:54][CH2:53][N:44]6[C:45]7[CH:46]=[CH:47][CH:48]=[C:49]([F:52])[C:50]=7[CH:51]=[C:43]6[C:42]=5[N:55]=4)=[CH:18][C:12]=3[C:13]=2[C:14]([NH:16][CH3:17])=[O:15])=[CH:5][CH:4]=1)#[N:2] |f:3.4,5.6.7.8.9|. Procedure details: To a solution of 2-(4-cyanophenyl)-N-methyl-6-(N-methylmethylsulfonamido)-5-(4,4,5,5-tetramethyl-1,3,2-dioxaborolan-2-yl)benzofuran-3-carboxamide (115 mg, 0.22 mmol), 2-chloro-11-fluoro-6H-pyrido[2′,3′:5,6][1,3]oxazino[3,4-a]indole (75 mg, 0.27 mmol) K2CO3 (60 mg, 0.44 mmol), Pd2(dba)3 (30 mg) and X-Phos (30 mg) in dioxane/H2O (3 mL/0.6 mL) was stirred at 100° C. for 3 h. The reaction was filtered to remove the solid and then the mixture was diluted with water and extracted with EA. The organic ...